Task: describe an organic reaction: reactants, conditions, products, and yield. Dataset: the Open Reaction Database (ORD), a public repository of structured organic reaction records The reactants are CCCCCCCCCCCCCC(=O)OC(C)C(NC(=O)OCc1ccccc1)C(=O)NCCC(OCC)OCC, O=C([O-])O, Cl, [Na+], C1CCOC1. Yields the product CCCCCCCCCCCCCC(=O)OC(C)C(NC(=O)OCc1ccccc1)C(=O)NCCC=O. As a reaction SMILES: [C:1]([CH2:2][CH2:3][CH2:4][CH2:5][CH2:6][CH2:7][CH2:8][CH2:9][CH2:10][CH2:11][CH2:12][CH2:13][CH3:14])(=[O:15])[O:16][CH:17]([CH:18]([C:19](=[O:20])[NH:21][CH2:22][CH2:23][CH:24]([O:25][CH2:29][CH3:30])[O:26][CH2:27][CH3:28])[NH:31][C:32](=[O:33])[O:34][CH2:35][c:36]1[cH:37][cH:38][cH:39][cH:40][cH:41]1)[CH3:42].[C:44](=[O:45])([OH:46])[O-:47].[ClH:43].[Na+:48].[O:49]1[CH2:50][CH2:51][CH2:52][CH2:53]1>>[C:1]([CH2:2][CH2:3][CH2:4][CH2:5][CH2:6][CH2:7][CH2:8][CH2:9][CH2:10][CH2:11][CH2:12][CH2:13][CH3:14])(=[O:15])[O:16][CH:17]([CH:18]([C:19](=[O:20])[NH:21][CH2:22][CH2:23][CH:24]=[O:25])[NH:31][C:32](=[O:33])[O:34][CH2:35][c:36]1[cH:37][cH:38][cH:39][cH:40][cH:41]1)[CH3:42]. The reactants are C1(CCC1)N1CCC2=C(CC1)C=CC(=C2)OC2=NC=C(C=C2)I (3-cyclobutyl-7-[(5-iodo-2-pyridinyl)oxy]-2,3,4,5-tetrahydro-1H-3-benzazepine), N1N=CC=C1 (pyrazole), C([O-])([O-])=O.[Cs+].[Cs+] (cesium carbonate), N1=CC=CC2=CC=C3C=CC=NC3=C12 (1,10 phenanthroline). The reagents and catalysts are [Cu]I (copper (I) iodide). Solvent: O1CCOCC1 (dioxane), C(C)(=O)OCC (ethyl acetate). Conditions: temperature 180 celsius. Product: C1(CCC1)N1CCC2=C(CC1)C=CC(=C2)OC2=NC=C(C=C2)N2N=CC=C2 (3-Cyclobutyl-7-{[5-(1H-pyrazol-1-yl)-2-pyridinyl]oxy}-2,3,4,5-tetrahydro-1H-3-benzazepine). Reaction SMILES: [CH:1]1([N:5]2[CH2:11][CH2:10][C:9]3[CH:12]=[CH:13][C:14]([O:16][C:17]4[CH:22]=[CH:21][C:20](I)=[CH:19][N:18]=4)=[CH:15][C:8]=3[CH2:7][CH2:6]2)[CH2:4][CH2:3][CH2:2]1.[NH:24]1[CH:28]=[CH:27][CH:26]=[N:25]1.C(=O)([O-])[O-].[Cs+].[Cs+].N1C2C(=CC=C3C=2N=CC=C3)C=CC=1>O1CCOCC1.C(OCC)(=O)C.[Cu]I>[CH:1]1([N:5]2[CH2:11][CH2:10][C:9]3[CH:12]=[CH:13][C:14]([O:16][C:17]4[CH:22]=[CH:21][C:20]([N:24]5[CH:28]=[CH:27][CH:26]=[N:25]5)=[CH:19][N:18]=4)=[CH:15][C:8]=3[CH2:7][CH2:6]2)[CH2:4][CH2:3][CH2:2]1 |f:2.3.4|. Procedure details: A mixture of 3-cyclobutyl-7-[(5-iodo-2-pyridinyl)oxy]-2,3,4,5-tetrahydro-1H-3-benzazepine (E207) (294 mg, 0.7 mmol), pyrazole (58 mg, 0.84 mmol), cesium carbonate (479 mg, 1.5 mmol), copper (I) iodide (7 mg, 0.04 mmol) and 1,10 phenanthroline (13 mg, 0.07 mmol) in dioxane (2 ml) were heated in a microwave reactor at 180° C. for 20 minutes. The reaction mixture was diluted with ethyl acetate and washed with a saturated solution of ammonium chloride, water, brine and dried (magnesium sulfate). The... Run at temperature 50 celsius, time 2 hour. Reactants: ClCC(=O)N(CC(=O)N1CCN(CC1)CC1=CC=2OCOC2C=C1)C1=CC=C(C=C1)OC1=NC=C(C=C1)[N+](=O)[O-] (2-chloro-N-[4-(5-nitropyridin-2-yloxy)phenyl]-N-[2-(4-piperonylpiperazin-1-yl)-2-oxoethyl]acetamide), CNC (dimethylamine), O (Water). Yields the product CN(CC(=O)N(CC(=O)N1CCN(CC1)CC1=CC=2OCOC2C=C1)C1=CC=C(C=C1)OC1=NC=C(C=C1)[N+](=O)[O-])C (2-dimethylamino-N-[4-(5-nitropyridin-2-yloxy)phenyl]-N-[2-(4-piperonylpiperazin-1-yl)-2-oxoethyl]acetamide). Solvent: C(C)#N (acetonitrile). Reported procedure: To a solution of 2-chloro-N-[4-(5-nitropyridin-2-yloxy)phenyl]-N-[2-(4-piperonylpiperazin-1-yl)-2-oxoethyl]acetamide (0.300 g, 0.528 mmol) in acetonitrile (3 mL) was added at room temperature dimethylamine (0.150 mL, 1.63 mmol), and the resulting solution was stirred for 2 hours at 50° C. Water was added to the reaction mixture, and extracted with ethyl acetate. The ethyl acetate layer was washed with brine, dried over anhydrous sodium sulfate, evaporated, and the residue was purified by silica ... Reaction SMILES: Cl[CH2:2][C:3]([N:5]([C:25]1[CH:30]=[CH:29][C:28]([O:31][C:32]2[CH:37]=[CH:36][C:35]([N+:38]([O-:40])=[O:39])=[CH:34][N:33]=2)=[CH:27][CH:26]=1)[CH2:6][C:7]([N:9]1[CH2:14][CH2:13][N:12]([CH2:15][C:16]2[CH:24]=[CH:23][C:22]3[O:21][CH2:20][O:19][C:18]=3[CH:17]=2)[CH2:11][CH2:10]1)=[O:8])=[O:4].[CH3:41][NH:42][CH3:43].O>C(#N)C>[CH3:41][N:42]([CH3:43])[CH2:2][C:3]([N:5]([C:25]1[CH:30]=[CH:29][C:28]([O:31][C:32]2[CH:37]=[CH:36][C:35]([N+:38]([O-:40])=[O:39])=[CH:34][N:33]=2)=[CH:27][CH:26]=1)[CH2:6][C:7]([N:9]1[CH2:14][CH2:13][N:12]([CH2:15][C:16]2[CH:24]=[CH:23][C:22]3[O:21][CH2:20][O:19][C:18]=3[CH:17]=2)[CH2:11][CH2:10]1)=[O:8])=[O:4]. Starting materials: F[B-](F)(F)F, [BH4-], C[O+](C)C, CO, ClCCl, Cl, [Na+], N#CCCN1CCC(c2ccccc2)(c2ccccc2)CC1. The product is CNCCCN1CCC(c2ccccc2)(c2ccccc2)CC1. RXN SMILES: [B-:24]([F:25])([F:26])([F:27])[F:28].[BH4-:33].[CH3:29][O+:30]([CH3:31])[CH3:32].[CH3:38][OH:39].[Cl:35][CH2:36][Cl:37].[ClH:23].[Na+:34].[c:1]1([C:7]2([c:17]3[cH:18][cH:19][cH:20][cH:21][cH:22]3)[CH2:8][CH2:9][N:10]([CH2:13][CH2:14][C:15]#[N:16])[CH2:11][CH2:12]2)[cH:2][cH:3][cH:4][cH:5][cH:6]1>>[c:1]1([C:7]2([c:17]3[cH:18][cH:19][cH:20][cH:21][cH:22]3)[CH2:8][CH2:9][N:10]([CH2:13][CH2:14][CH2:15][NH:16][CH3:29])[CH2:11][CH2:12]2)[cH:2][cH:3][cH:4][cH:5][cH:6]1. Starting materials: CCc1cc(Br)c2c(c1)C(NCC(O)C(Cc1cc(F)cc(F)c1)NC(=O)OC(C)(C)C)CCC2, ClCCl, O=C(O)C(F)(F)F. The product is CCc1cc(Br)c2c(c1)C(NCC(O)C(N)Cc1cc(F)cc(F)c1)CCC2. Reaction SMILES: [C:1]([O:2][C:3](=[O:4])[NH:7][CH:8]([CH:9]([CH2:10][NH:11][CH:12]1[CH2:13][CH2:14][CH2:15][c:16]2[c:17]([Br:24])[cH:18][c:19]([CH2:22][CH3:23])[cH:20][c:21]21)[OH:25])[CH2:26][c:27]1[cH:28][c:29]([F:34])[cH:30][c:31]([F:33])[cH:32]1)([CH3:5])([CH3:6])[CH3:35].[Cl:43][CH2:44][Cl:45].[OH:36][C:37]([C:38]([F:39])([F:40])[F:41])=[O:42]>>[NH2:7][CH:8]([CH:9]([CH2:10][NH:11][CH:12]1[CH2:13][CH2:14][CH2:15][c:16]2[c:17]([Br:24])[cH:18][c:19]([CH2:22][CH3:23])[cH:20][c:21]21)[OH:25])[CH2:26][c:27]1[cH:28][c:29]([F:34])[cH:30][c:31]([F:33])[cH:32]1.